This data is from the Open Reaction Database (ORD), a public repository of structured organic reaction records. The task is: describe an organic reaction: reactants, conditions, products, and yield Reactants: CC(=O)Nc1nc(C)c(-c2cc(S(=O)(=O)N3CCC(O)CC3)sc2Br)s1, [Li]CCCC, C1CCOC1. Product: CC(=O)Nc1nc(C)c(-c2csc(S(=O)(=O)N3CCC(O)CC3)c2)s1. As a reaction SMILES: [Br:1][c:2]1[s:3][c:4]([S:17](=[O:18])(=[O:19])[N:20]2[CH2:21][CH2:22][CH:23]([OH:26])[CH2:24][CH2:25]2)[cH:5][c:6]1-[c:7]1[c:8]([CH3:16])[n:9][c:10]([NH:12][C:13]([CH3:14])=[O:15])[s:11]1.[CH2:27]([Li:28])[CH2:29][CH2:30][CH3:31].[CH2:32]1[O:33][CH2:34][CH2:35][CH2:36]1>>[cH:2]1[s:3][c:4]([S:17](=[O:18])(=[O:19])[N:20]2[CH2:21][CH2:22][CH:23]([OH:26])[CH2:24][CH2:25]2)[cH:5][c:6]1-[c:7]1[c:8]([CH3:16])[n:9][c:10]([NH:12][C:13]([CH3:14])=[O:15])[s:11]1. The reactants are COc1cc(C(F)(F)F)cc(C2CC2)c1C(=O)O, NC1CCCC1N1CCCC1. The product is COc1cc(C(F)(F)F)cc(C2CC2)c1C(=O)NC1CCCC1N1CCCC1. Reaction SMILES: [CH:12]1([c:15]2[c:16]([C:17](=[O:18])[OH:19])[c:20]([O:28][CH3:29])[cH:21][c:22]([C:24]([F:25])([F:26])[F:27])[cH:23]2)[CH2:13][CH2:14]1.[N:1]1([CH:6]2[CH:7]([NH2:11])[CH2:8][CH2:9][CH2:10]2)[CH2:2][CH2:3][CH2:4][CH2:5]1>>[N:1]1([CH:6]2[CH:7]([NH:11][C:17]([c:16]3[c:15]([CH:12]4[CH2:13][CH2:14]4)[cH:23][c:22]([C:24]([F:25])([F:26])[F:27])[cH:21][c:20]3[O:28][CH3:29])=[O:18])[CH2:8][CH2:9][CH2:10]2)[CH2:2][CH2:3][CH2:4][CH2:5]1. Reactants: CC(C)(C)c1cc(C(=O)O)cc(C(C)(C)C)c1O, CNC, CN(C)C=O, ClCCl, O=S(Cl)Cl. Product: CN(C)C(=O)c1cc(C(C)(C)C)c(O)c(C(C)(C)C)c1. RXN SMILES: [C:1]([CH3:2])([CH3:3])([CH3:4])[c:5]1[cH:6][c:7]([C:8](=[O:9])[OH:10])[cH:11][c:12]([C:15]([CH3:16])([CH3:17])[CH3:18])[c:13]1[OH:14].[CH3:26][NH:27][CH3:28].[CH3:29][N:30]([CH3:31])[CH:32]=[O:33].[Cl:19][CH2:20][Cl:21].[S:22]([Cl:23])([Cl:24])=[O:25]>>[C:1]([CH3:2])([CH3:3])([CH3:4])[c:5]1[cH:6][c:7]([C:8](=[O:9])[N:27]([CH3:26])[CH3:28])[cH:11][c:12]([C:15]([CH3:16])([CH3:17])[CH3:18])[c:13]1[OH:14].